Dataset: the Open Reaction Database (ORD), a public repository of structured organic reaction records. Task: describe an organic reaction: reactants, conditions, products, and yield The reactants are B.O1CCCC1 (Borane tetrahydrofuran), O (water), OC(C(=O)NC(C)C)C(C1=CC=CC=C1)OC1=CC=CC=C1 (α-Hydroxy-β-phenoxy-N-(1-methylethyl)benzenepropanamide), Cl (hydrochloric acid), O (water). As a reaction SMILES: B.O1CCCC1.[OH:7][CH:8]([CH:15]([O:22][C:23]1[CH:28]=[CH:27][CH:26]=[CH:25][CH:24]=1)[C:16]1[CH:21]=[CH:20][CH:19]=[CH:18][CH:17]=1)[C:9]([NH:11][CH:12]([CH3:14])[CH3:13])=O.Cl.O>[Na+].[Cl-].O1CCCC1>[CH3:14][CH:12]([NH:11][CH2:9][CH:8]([OH:7])[CH:15]([O:22][C:23]1[CH:28]=[CH:27][CH:26]=[CH:25][CH:24]=1)[C:16]1[CH:17]=[CH:18][CH:19]=[CH:20][CH:21]=1)[CH3:13] |f:0.1,5.6|. Procedure details: Borane-tetrahydrofuran complex (1 M solution in tetrahydrofuran, 20 ml.) was transferred by a syringe to a 100 ml. three-neck flask equipped with a reflux condenser, a nitrogen gas inlet and a rubber septum. The reaction flask was then chilled in a mixture of ice and table salt. α-Hydroxy-β-phenoxy-N-(1-methylethyl)benzenepropanamide (1.9 g.) suspended in tetrahydrofuran (25 ml.) was added slowly keeping the temperature at ca. 0°. The solution thus obtained was brought to reflux and maintained t... The solvent is O1CCCC1 (tetrahydrofuran), [Na+].[Cl-] (table salt). Yields the product CC(C)NCC(C(C1=CC=CC=C1)OC1=CC=CC=C1)O (α-[(1-Methylethylamino)methyl]-β-Phenoxy-Benzeneethanol).